From a dataset of the Open Reaction Database (ORD), a public repository of structured organic reaction records. describe an organic reaction: reactants, conditions, products, and yield Reactants: CC(C)(C)OC(=O)NC(COS(C)(=O)=O)c1ccc(Cl)cc1, N#C[Na], CN(C)C=O. The product is CC(C)(C)OC(=O)NC(CC#N)c1ccc(Cl)cc1. As a reaction SMILES: [CH3:4][S:5]([O:6][CH2:9][CH:10]([c:11]1[cH:12][cH:13][c:14]([Cl:17])[cH:15][cH:16]1)[NH:18][C:19](=[O:20])[O:21][C:22]([CH3:23])([CH3:24])[CH3:25])(=[O:7])=[O:8].[Na:1][C:2]#[N:3].[O:26]=[CH:27][N:28]([CH3:29])[CH3:30]>>[C:2](#[N:3])[CH2:9][CH:10]([c:11]1[cH:12][cH:13][c:14]([Cl:17])[cH:15][cH:16]1)[NH:18][C:19](=[O:20])[O:21][C:22]([CH3:23])([CH3:24])[CH3:25].